Dataset: the Open Reaction Database (ORD), a public repository of structured organic reaction records. Task: describe an organic reaction: reactants, conditions, products, and yield The reactants are C(C)(=O)O[C@@H]1CC2=CC[C@H]3C4=CCC([C@@]4(C)CC[C@@H]3[C@]2(CC1)C)=O ((3β)-3-(acetyloxy)androsta-5,14-dien-17-one), C(C)(=O)O[C@@H]1CC2=CC[C@H]3C4=CCC([C@@]4(C)CC[C@@H]3[C@]2(CC1)C)=O (Andre), [BH4-].[Na+] (Sodium borohydride). Run in C(C)O (ethanol), C(C)O (ethanol). Conditions: temperature -10 celsius, time 7.5 hour. The product is C(C)(=O)O[C@@H]1CC2=CC[C@H]3C4=CC[C@@H]([C@@]4(C)CC[C@@H]3[C@]2(CC1)C)O ((3β,17β)-androsta-5,14-diene-3,17-diol 3-acetate). RXN SMILES: [C:1]([O:4][C@H:5]1[CH2:22][CH2:21][C@@:20]2([CH3:23])[C:7](=[CH:8][CH2:9][C@@H:10]3[C@@H:19]2[CH2:18][CH2:17][C@@:15]2([CH3:16])[C:11]3=[CH:12][CH2:13][C:14]2=[O:24])[CH2:6]1)(=[O:3])[CH3:2].[BH4-].[Na+]>C(O)C>[C:1]([O:4][C@H:5]1[CH2:22][CH2:21][C@@:20]2([CH3:23])[C:7](=[CH:8][CH2:9][C@@H:10]3[C@@H:19]2[CH2:18][CH2:17][C@@:15]2([CH3:16])[C:11]3=[CH:12][CH2:13][C@@H:14]2[OH:24])[CH2:6]1)(=[O:3])[CH3:2] |f:1.2|. Procedure details: i)—A solution of (3β)-3-(acetyloxy)androsta-5,14-dien-17-one [Andre, A. F. St. et al, J. Am. Chem. Soc. 74, 5506 (1952); 42.9 g] in dry ethanol (429 ml) was cooled to −10° C. Sodium borohydride (1.51 g) in dry ethanol (33.5 ml) was added and the mixture was stirred at −10° C. for 7.5 h. Excess sodium borohydride was destroyed by careful addition of an aqueous solution of acetic acid (50%). The product was extracted into ethyl acetate; the combined organic phases were washed with brine, dried ove... Starting materials: BrCC(=O)C12C(C3=CC=CC=C3C2CCCC1)=O (9a-(2-Bromoacetyl)-1,2,3,4,4a,9a-hexahydrofluoren-9-one), C(=O)N (formamide), N (Ammonia). Solvent: C(Cl)Cl (CH2Cl2), O (water). Reaction conditions: temperature 135 celsius, time 4 hour. The product is N1C=NC(=C1)C12C(C3=CC=CC=C3C2CCCC1)=O (9a-(1H-Imidazol-4-yl)-1,2,3,4,4a,9a-hexahydrofluoren-9-one). As a reaction SMILES: Br[CH2:2][C:3]([C:5]12[CH2:17][CH2:16][CH2:15][CH2:14][CH:13]1[C:12]1[C:7](=[CH:8][CH:9]=[CH:10][CH:11]=1)[C:6]2=[O:18])=O.[CH:19]([NH2:21])=O.[NH3:22]>C(Cl)Cl.O>[NH:22]1[CH:2]=[C:3]([C:5]23[CH2:17][CH2:16][CH2:15][CH2:14][CH:13]2[C:12]2[C:7](=[CH:8][CH:9]=[CH:10][CH:11]=2)[C:6]3=[O:18])[N:21]=[CH:19]1. Procedure details: 9a-(2-Bromoacetyl)-1,2,3,4,4a,9a-hexahydrofluoren-9-one (6.6 g) was mixed with formamide (22 ml) and the mixture was heated at 135° C. for 30 minutes. Ammonia gas was led into the reaction mixture and the stirring was continued at 135° C. for further 4 hours. After cooling to the ambient temperature the mixture was diluted with CH2Cl2 (30 ml) and water (30 ml). The phases were separated and the aqueous phase was extracted with CH2Cl2 (30 ml). The combined organic phases were mixed with water (60... The reactants are C(CC)N1C=C(C2=CC(=CC=C12)O)CC1=CC=NC=C1 (1-propyl-3-(4-pyridylmethyl)-1H-indole-5-ol), C(C)OC(C(C)(C)Br)=O (2-bromo-2-methyl-propanoic acid ethylester). Product: C(C)OC(C(C)(OC=1C=C2C(=CN(C2=CC1)CCC)CC1=CC=NC=C1)C)=O (2-Methyl-2-[1-propyl-3-(4-pyridylmethyl)-1H-indole-5-yloxy]-propanoic acid ethylester). Reaction SMILES: [CH2:1]([N:4]1[C:12]2[C:7](=[CH:8][C:9]([OH:13])=[CH:10][CH:11]=2)[C:6]([CH2:14][C:15]2[CH:20]=[CH:19][N:18]=[CH:17][CH:16]=2)=[CH:5]1)[CH2:2][CH3:3].[CH2:21]([O:23][C:24](=[O:29])[C:25](Br)([CH3:27])[CH3:26])[CH3:22]>>[CH2:21]([O:23][C:24](=[O:29])[C:25]([CH3:27])([O:13][C:9]1[CH:8]=[C:7]2[C:12](=[CH:11][CH:10]=1)[N:4]([CH2:1][CH2:2][CH3:3])[CH:5]=[C:6]2[CH2:14][C:15]1[CH:16]=[CH:17][N:18]=[CH:19][CH:20]=1)[CH3:26])[CH3:22]. Reported procedure: The above compound was prepared from 1-propyl-3-(4-pyridylmethyl)-1H-indole-5-ol and 2-bromo-2-methyl-propanoic acid ethylester using a procedure analogous to that of Example 10. The reactants are [Br-], C#C[Mg+], C1CCOC1, [Cl-], [NH4+], O=Cc1ccoc1. Yields the product C#CC(O)c1ccoc1. Reaction SMILES: [Br-:8].[C:9](#[CH:10])[Mg+:11].[CH2:14]1[O:15][CH2:16][CH2:17][CH2:18]1.[Cl-:12].[NH4+:13].[o:1]1[cH:2][c:3]([CH:6]=[O:7])[cH:4][cH:5]1>>[o:1]1[cH:2][c:3]([CH:6]([OH:7])[C:9]#[CH:10])[cH:4][cH:5]1. Reactants: N1CCNCC1 (piperazine), BrC1=CC=NC=C1 (4-bromopyridine). Run in O (water). Conditions: temperature 145 celsius, time 1 hour. The product is N1=CC=C(C=C1)N1CCNCC1 (1-(Pyridin-4-yl)piperazine). The yield is 62.0%. As a reaction SMILES: [NH:1]1[CH2:6][CH2:5][NH:4][CH2:3][CH2:2]1.Br[C:8]1[CH:13]=[CH:12][N:11]=[CH:10][CH:9]=1>O>[N:11]1[CH:12]=[CH:13][C:8]([N:1]2[CH2:6][CH2:5][NH:4][CH2:3][CH2:2]2)=[CH:9][CH:10]=1. Procedure details: To piperazine (3.6 g) dissolved at 110° C. was added 4-bromopyridine (1.0 g) and the mixture was stirred at 140-150° C. for 1 hr. The reaction mixture was poured into water and extracted with chloroform. The extract was washed with saturated brine and dried over anhydrous sodium sulfate. The solvent was evaporated to give the title compound (0.64 g) as a pale-yellow solid. The reactants are O=C([O-])[O-], CC1(C)Cc2cccc(O)c2O1, O=[N+]([O-])c1cccnc1Cl, [Cs+], [Cs+], CN(C)C=O, O. The product is CC1(C)Cc2cccc(Oc3ncccc3[N+](=O)[O-])c2O1. RXN SMILES: [C:23](=[O:24])([O-:25])[O-:26].[CH3:11][C:12]1([CH3:22])[O:13][c:14]2[c:15]([cH:17][cH:18][cH:19][c:20]2[OH:21])[CH2:16]1.[Cl:1][c:2]1[n:3][cH:4][cH:5][cH:6][c:7]1[N+:8](=[O:9])[O-:10].[Cs+:27].[Cs+:28].[O:29]=[CH:30][N:31]([CH3:32])[CH3:33].[OH2:34]>>[c:2]1([O:21][c:20]2[c:14]3[c:15]([cH:17][cH:18][cH:19]2)[CH2:16][C:12]([CH3:11])([CH3:22])[O:13]3)[n:3][cH:4][cH:5][cH:6][c:7]1[N+:8](=[O:9])[O-:10].